From a dataset of the Open Reaction Database (ORD), a public repository of structured organic reaction records. describe an organic reaction: reactants, conditions, products, and yield The reactants are BrCC(=O)C=1C=C(NC(C)=O)C=CC1 (3'-Bromacetylacetanilide), NC=1SC=CN1 (2-aminothiazole). The solvent is CC(=O)C (acetone). Yields the product Br.N=C1SC=CN1CC(=O)C=1C=C(NC(C)=O)C=CC1 (3' -[(2-Imino-4-thiazolin-3-yl)acetyl]acetanilide hydrobromide). As a reaction SMILES: [Br:1][CH2:2][C:3]([C:5]1[CH:6]=[C:7]([CH:12]=[CH:13][CH:14]=1)[NH:8][C:9](=[O:11])[CH3:10])=[O:4].[NH2:15][C:16]1[S:17][CH:18]=[CH:19][N:20]=1>CC(C)=O>[BrH:1].[NH:15]=[C:16]1[N:20]([CH2:2][C:3]([C:5]2[CH:6]=[C:7]([CH:12]=[CH:13][CH:14]=2)[NH:8][C:9](=[O:11])[CH3:10])=[O:4])[CH:19]=[CH:18][S:17]1 |f:3.4|. Procedure details: A solution of 64.8 g. (0.253 mole) of 3'-bromoacetyl acetanilide (Example 1) and 25.3 g. (0.253 mole) of 2-aminothiazole in 450 ml. of acetone is heated at 50°-60° C for 2 hours. The precipitated product is filtered, washed with acetone and dried to give 58.74 g. of crude product which on recrystallization from methanol-ether gives the product melting point 225° dec. Anal. Calcd, for C13H14BrH3O2S: C, 43.83; H, 3.96; Br, 22.43; N, 11.80; S, 9.00. Found: C, 43.90; H, 4.21; Br, 22.21; N, 11.73; S,... Starting materials: C(C1=CC=CC=C1)(=O)Cl (benzoyl chloride), CC1(C=2C=CC(=CC2C(CC1)(C)C)N)C (5,6,7,8-tetrahydro-5,5,8,8-tetramethyl-2-naphthylamine), ice water. Solvent: O1CCCC1 (tetrahydrofuran), N1=CC=CC=C1 (pyridine). Run at time 2 hour. Yields the product CC1(C=2C=CC(=CC2C(CC1)(C)C)NC(C1=CC=CC=C1)=O)C (N-(5,6,7,8-tetrahydro-5,5,8.8-tetramethyl-2-naphthyl)benzamide). Isolated yield 80.7%. Reaction SMILES: [CH3:1][C:2]1([CH3:15])[CH2:11][CH2:10][C:9]([CH3:13])([CH3:12])[C:8]2[CH:7]=[C:6]([NH2:14])[CH:5]=[CH:4][C:3]1=2.[C:16](Cl)(=[O:23])[C:17]1[CH:22]=[CH:21][CH:20]=[CH:19][CH:18]=1>N1C=CC=CC=1.O1CCCC1>[CH3:1][C:2]1([CH3:15])[CH2:11][CH2:10][C:9]([CH3:13])([CH3:12])[C:8]2[CH:7]=[C:6]([NH:14][C:16](=[O:23])[C:17]3[CH:22]=[CH:21][CH:20]=[CH:19][CH:18]=3)[CH:5]=[CH:4][C:3]1=2. Reported procedure: 2.5 g of 5,6,7,8-tetrahydro-5,5,8,8-tetramethyl-2-naphthylamine were dissolved in 50 ml of pyridine and treated at room temperature with a solution of 1.7 g of benzoyl chloride in 20 ml of tetrahydrofuran. After stirring at room temperature for two hours the reaction mixture was poured on to ice-water and, after acidification with 3N hydrochloric acid, extracted with ethyl acetate. The oil obtained after drying and evaporating the organic phase was crystallized from hexane/ethyl acetate and gave...